This data is from the Open Reaction Database (ORD), a public repository of structured organic reaction records. The task is: describe an organic reaction: reactants, conditions, products, and yield The reactants are N12C[C@@H](C(CC1)CC2)OC(N(CC=2OC(=CC2)C)CCC2=CC(=C(C=C2)OC)OC)=O ([2-(3,4-Dimethoxyphenyl)ethyl]-(5-methylfuran-2-ylmethyl)carbamic acid (3R)-1-azabicyclo[2.2.2]oct-3-yl ester), C(C=C)Br (allyl bromide). Solvent: C(Cl)(Cl)Cl (CHCl3), C(C)#N (acetonitrile), C(Cl)(Cl)Cl (CHCl3). Run at time 21 hour. Product: [Br-].C(C=C)[N+]12C[C@@H](C(CC1)CC2)OC(N(CC=2OC(=CC2)C)CCC2=CC(=C(C=C2)OC)OC)=O ((3R)-1-Allyl-3-[[2-(3,4-dimethoxyphenyl)ethyl]-(5-methylfuran-2-ylmethyl)carbamoyloxy]-1-azoniabicyclo[2.2.2]octane bromide). Yield: 94.9%. RXN SMILES: [N:1]12[CH2:8][CH2:7][CH:4]([CH2:5][CH2:6]1)[C@@H:3]([O:9][C:10](=[O:31])[N:11]([CH2:19][CH2:20][C:21]1[CH:26]=[CH:25][C:24]([O:27][CH3:28])=[C:23]([O:29][CH3:30])[CH:22]=1)[CH2:12][C:13]1[O:14][C:15]([CH3:18])=[CH:16][CH:17]=1)[CH2:2]2.[CH2:32]([Br:35])[CH:33]=[CH2:34]>C(Cl)(Cl)Cl.C(#N)C>[Br-:35].[CH2:34]([N+:1]12[CH2:6][CH2:5][CH:4]([CH2:7][CH2:8]1)[C@@H:3]([O:9][C:10](=[O:31])[N:11]([CH2:19][CH2:20][C:21]1[CH:26]=[CH:25][C:24]([O:27][CH3:28])=[C:23]([O:29][CH3:30])[CH:22]=1)[CH2:12][C:13]1[O:14][C:15]([CH3:18])=[CH:16][CH:17]=1)[CH2:2]2)[CH:33]=[CH2:32] |f:4.5|. Reported procedure: 0.300 g (0.7 mmol) of [2-(3,4-Dimethoxyphenyl)ethyl]-(5-methylfuran-2-ylmethyl)carbamic acid (3R)-1-azabicyclo[2.2.2]oct-3-yl ester were dissolved in 5 ml of CHCl3 and 3.5 ml of acetonitrile. To this solution 0.30 ml (0.423 g, 3.5 mmol) of allyl bromide were added and the mixture was stirred during 21 hours at room temperature under N2 atmosphere. Solvents were evaporated. The residue was treated with ether several times to obtain an oil, which was redissolved in CHCl3 and evaporated to dryness ... As a reaction SMILES: Cl.[F:2][C:3]([F:29])([F:28])[C:4]1[CH:5]=[C:6]([CH:21]=[C:22]([C:24]([F:27])([F:26])[F:25])[CH:23]=1)[CH2:7][O:8][C@H:9]1[CH2:14][CH2:13][NH:12][CH2:11][C@H:10]1[C:15]1[CH:20]=[CH:19][CH:18]=[CH:17][CH:16]=1.[CH3:30][S:31](Cl)(=[O:33])=[O:32]>>[F:29][C:3]([F:2])([F:28])[C:4]1[CH:5]=[C:6]([CH:21]=[C:22]([C:24]([F:27])([F:25])[F:26])[CH:23]=1)[CH2:7][O:8][C@H:9]1[CH2:14][CH2:13][N:12]([S:31]([CH3:30])(=[O:33])=[O:32])[CH2:11][C@H:10]1[C:15]1[CH:16]=[CH:17][CH:18]=[CH:19][CH:20]=1 |f:0.1|. Procedure: The compound (0.15 g) obtained in Example 1 and methylsulfonyl chloride (0.040 ml) were reacted and treated in the same manner as in the method described in Example 2 to obtain the title compound as colorless oil (0.093 g, 57%). Yields the product FC(C=1C=C(CO[C@@H]2[C@@H](CN(CC2)S(=O)(=O)C)C2=CC=CC=C2)C=C(C1)C(F)(F)F)(F)F (cis-4-[[3,5-Bis(trifluoromethyl)benzyl]oxy]-1-methylsulfonyl-3-phenylpiperidine). Starting materials: Cl.FC(C=1C=C(CO[C@@H]2[C@@H](CNCC2)C2=CC=CC=C2)C=C(C1)C(F)(F)F)(F)F (cis-4-[[3,5-Bis(trifluoromethyl)benzyl]oxy]-3-phenylpiperidine hydrochloride), CS(=O)(=O)Cl (methylsulfonyl chloride). Isolated yield 57.0%. Starting materials: C(=O)(C(F)(F)F)O (TFA), C(C1=CC=CC=C1)(=O)O[C@H](C(OC1=C(C(=C(C(=C1F)F)F)F)F)=O)CCNC(=O)OCC1=CC=CC=C1 ((S)-4-(benzyloxycarbonylamino)-1-oxo-1-(perfluorophenoxy)butan-2-yl benzoate), [NH4+].[OH-] (NH4OH). The solvent is O (water), O (water). Run at time 30 minute. The product is [N+](=O)([O-])C1=C(C=CC=C1)O (nitrophenol). The yield is 40.0%. RXN SMILES: C(O)(C(F)(F)F)=[O:2].C(O[C@@H](CCNC(OCC1C=CC=CC=1)=O)C(=O)[O:19][C:20]1[C:25](F)=[C:24](F)[C:23](F)=[C:22](F)[C:21]=1F)(=O)C1C=CC=CC=1.[NH4+:45].[OH-:46]>O>[N+:45]([C:21]1[CH:22]=[CH:23][CH:24]=[CH:25][C:20]=1[OH:19])([O-:2])=[O:46] |f:2.3|. Procedure details: To a stirring solution of TFA (1 mL) and water (0.2 mL) at 0° C. was added 3′,4′,3′″,4′″-tetra-deoxy-1-(N-Boc-2(S)-hydroxy-3-amino-propionyl)-neomycin (3, 0.164 mmol) and the reaction was stirred for 30 minutes, and checked for completeness by MS. Upon completion, the reaction was diluted with water (10 mL) and lyophilized to yield a crude, which was dissolved in conc. NH4OH (1.5 mL) and purified on a 1-inch reverse-phase HPLC column (0-10% ACN, 10 mM NH4OH) to yield 3′,4′,3′″,4′″-tetra-deoxy-1-... The reactants are COC=1C=C(C(=O)CCC(=O)O)C=CC1OC (3-(3,4-dimethoxybenzoyl)propionic acid), Br (hydrobromic acid). Yields the product OC=1C=C(C(=O)CCC(=O)O)C=CC1O (3-(3,4-dihydroxybenzoyl)propionic acid). RXN SMILES: C[O:2][C:3]1[CH:4]=[C:5]([CH:13]=[CH:14][C:15]=1[O:16]C)[C:6]([CH2:8][CH2:9][C:10]([OH:12])=[O:11])=[O:7].Br>>[OH:2][C:3]1[CH:4]=[C:5]([CH:13]=[CH:14][C:15]=1[OH:16])[C:6]([CH2:8][CH2:9][C:10]([OH:12])=[O:11])=[O:7]. Procedure details: A 5-carboxymethyl-4-(3,4-disubstituted phenyl)-2-mercaptothiazole derivative can be produced by reacting veratrole with succinic anhydride in the presence of anhydrous aluminum chloride to obtain 3-(3,4-dimethoxybenzoyl)propionic acid, subjecting the propionic acid to demethylation with hydrobromic acid to obtain 3-(3,4-dihydroxybenzoyl)propionic acid, then, subjecting it to enol-lactonation in the presence of acetic anhydride and sodium acetate, reacting the resulting compound sequentially with... The reactants are CCCCCCCCCC(=O)Cl, [Li]CCCC, C1CCOC1, O=C1NC(Cc2ccccc2)CO1. The product is CCCCCCCCCC(=O)N1C(=O)OCC1Cc1ccccc1. Reaction SMILES: [C:19]([CH2:20][CH2:21][CH2:22][CH2:23][CH2:24][CH2:25][CH2:26][CH2:27][CH3:28])(=[O:29])[Cl:30].[CH2:1]([Li:2])[CH2:3][CH2:4][CH3:5].[CH2:31]1[O:32][CH2:33][CH2:34][CH2:35]1.[CH2:6]([c:7]1[cH:8][cH:9][cH:10][cH:11][cH:12]1)[CH:13]1[NH:14][C:15](=[O:18])[O:16][CH2:17]1>>[CH2:6]([c:7]1[cH:8][cH:9][cH:10][cH:11][cH:12]1)[CH:13]1[N:14]([C:19]([CH2:20][CH2:21][CH2:22][CH2:23][CH2:24][CH2:25][CH2:26][CH2:27][CH3:28])=[O:29])[C:15](=[O:18])[O:16][CH2:17]1. Solvent: C(Cl)Cl (DCM). The reactants are CC(CCNC(=O)NC1=C(C=C(C(=C1)C1=CC2=C(N=C(N=C2)SC)N=C1C)C)F)(C)C (1-(3,3-dimethylbutyl)-3-(2-fluoro-4-methyl-5-(7-methyl-2-(methylthio)pyrido[2,3-d]pyrimidin-6-yl)phenyl)urea), C1=CC(=CC(=C1)Cl)C(=O)OO (mCPBA), N (ammonia), N (ammonia). Isolated yield 24.7%. As a reaction SMILES: [CH3:1][C:2]([CH3:31])([CH3:30])[CH2:3][CH2:4][NH:5][C:6]([NH:8][C:9]1[CH:14]=[C:13]([C:15]2[C:26]([CH3:27])=[N:25][C:18]3[N:19]=[C:20](SC)[N:21]=[CH:22][C:17]=3[CH:16]=2)[C:12]([CH3:28])=[CH:11][C:10]=1[F:29])=[O:7].C1C=C(Cl)C=C(C(OO)=O)C=1.[NH3:43]>C(Cl)Cl>[NH2:43][C:20]1[N:21]=[CH:22][C:17]2[CH:16]=[C:15]([C:13]3[C:12]([CH3:28])=[CH:11][C:10]([F:29])=[C:9]([NH:8][C:6]([NH:5][CH2:4][CH2:3][C:2]([CH3:31])([CH3:30])[CH3:1])=[O:7])[CH:14]=3)[C:26]([CH3:27])=[N:25][C:18]=2[N:19]=1. Procedure details: Treat a suspension of 1-(3,3-dimethylbutyl)-3-(2-fluoro-4-methyl-5-(7-methyl-2-(methylthio)pyrido[2,3-d]pyrimidin-6-yl)phenyl)urea (0.248 g, 0.562 mmol) in DCM (20 mL) with 70 wt % mCPBA (0.208 g, 0.842 mmol) and stir the mixture at RT for 2 h. Add ammonia (0.5N in dioxane, 8.99 mL, 4.49 mmol) and stir the mixture at RT overnight. Add additional ammonia (7N in MeOH, 5 mL, 35 mmol) and stir at RT overnight. Concentrate the mixture to dryness, treat with saturated. Na2CO3 and extract with DCM (4×)... Yields the product NC=1N=CC2=C(N1)N=C(C(=C2)C=2C(=CC(=C(C2)NC(=O)NCCC(C)(C)C)F)C)C (1-(5-(2-Amino-7-methylpyrido[2,3-d]pyrimidin-6-yl)-2-fluoro-4-methylphenyl)-3-(3,3-dimethylbutyl)urea). Run at time 2 hour. Starting materials: FC(C=1C=C(C=CC1Cl)C1=NNC(CC1)C)(F)F (3-(3-trifluoromethyl-4-chlorophenyl)-6-methyl-1,4,5,6-tetrahydropyridazine), IC1=CC=C(C=C1)S(=O)(=O)Cl (4-iodobenzenesulfonyl chloride). The solvent is ClCCl (Dichloromethane). Reaction conditions: temperature 105 celsius. Yields the product IC1=CC=C(C=C1)S(=O)(=O)N1N=C(CCC1C)C1=CC(=C(C=C1)Cl)C(F)(F)F (1-(4-Iodobenzenesulfonyl)-3-(3-trifluoromethyl-4-chlorophenyl)-6-methyl-1,4,5,6-tetrahydropyridazine). Isolated yield 14.8%. Reaction SMILES: [F:1][C:2]([F:18])([F:17])[C:3]1[CH:4]=[C:5]([C:10]2[CH2:15][CH2:14][CH:13]([CH3:16])[NH:12][N:11]=2)[CH:6]=[CH:7][C:8]=1[Cl:9].[I:19][C:20]1[CH:25]=[CH:24][C:23]([S:26](Cl)(=[O:28])=[O:27])=[CH:22][CH:21]=1>ClCCl>[I:19][C:20]1[CH:25]=[CH:24][C:23]([S:26]([N:12]2[CH:13]([CH3:16])[CH2:14][CH2:15][C:10]([C:5]3[CH:6]=[CH:7][C:8]([Cl:9])=[C:3]([C:2]([F:17])([F:1])[F:18])[CH:4]=3)=[N:11]2)(=[O:28])=[O:27])=[CH:22][CH:21]=1. Procedure: 3-(3-trifluoromethyl-4-chlorophenyl)-6-methyl-1,4,5,6-tetrahydropyridazine (700 mg) was combined with 4-iodobenzenesulfonyl chloride (558 mg) and heated to 105° C. for 3 h. Dichloromethane was added and the solution washed with water, 10% HCl, sat'd NaHCO3 and brine. The organic layer was dried (Na2SO4), filtered and solvent removed at reduced pressure to give a residue which was recrystallized from acetone/hexane to give 148 mg of the title compound with mp 157°-158° C. Starting materials: CN1CC(O[Si](C)(C)C(C)(C)C)CCC(NC(=O)OC(C)(C)C)C1=O, C1CCOC1, CCCC[N+](CCCC)(CCCC)CCCC, [F-], O. Product: CN1CC(O)CCC(NC(=O)OC(C)(C)C)C1=O. RXN SMILES: [C:1]([CH3:2])([CH3:3])([CH3:4])[O:5][C:6]([NH:7][CH:8]1[C:9](=[O:24])[N:10]([CH3:23])[CH2:11][CH:12]([O:15][Si:16]([C:17]([CH3:18])([CH3:19])[CH3:20])([CH3:21])[CH3:22])[CH2:13][CH2:14]1)=[O:25].[CH2:45]1[O:46][CH2:47][CH2:48][CH2:49]1.[CH3:27][CH2:28][CH2:29][CH2:30][N+:31]([CH2:32][CH2:33][CH2:34][CH3:35])([CH2:36][CH2:37][CH2:38][CH3:39])[CH2:40][CH2:41][CH2:42][CH3:43].[F-:26].[OH2:44]>>[C:1]([CH3:2])([CH3:3])([CH3:4])[O:5][C:6]([NH:7][CH:8]1[C:9](=[O:24])[N:10]([CH3:23])[CH2:11][CH:12]([OH:15])[CH2:13][CH2:14]1)=[O:25]. Starting materials: COC(=O)C=1C(=CC=C(C1)C(N)=S)C1=C(C=CC=C1)[N+](=O)[O-] (2′-nitro-4-thiocarbamoyl-biphenyl-2-carboxylic acid methyl ester), COC(=O)C=1C(=CC=C(C1)C(N)=S)C1=C(C=CC=C1)[N+](=O)[O-] (2′-nitro-4-thiocarbamoyl-biphenyl-2-carboxylic acid methyl ester), BrCC(=O)C1=CC=C(C=C1)C (2-bromo-4′-methylacetophenone). The product is [N+](=O)([O-])C1=C(C=CC=C1)C=1C(=CC(=CC1)C=1SC=C(N1)C1=CC=C(C=C1)C)C(=O)O (2′-Nitro-4-(4-p-tolyl-thiazol-2-yl)-biphenyl-2-carboxylic acid). Yield: 32.0%. As a reaction SMILES: C[O:2][C:3]([C:5]1[C:6]([C:14]2[CH:19]=[CH:18][CH:17]=[CH:16][C:15]=2[N+:20]([O-:22])=[O:21])=[CH:7][CH:8]=[C:9]([C:11](=[S:13])[NH2:12])[CH:10]=1)=[O:4].Br[CH2:24][C:25]([C:27]1[CH:32]=[CH:31][C:30]([CH3:33])=[CH:29][CH:28]=1)=O>>[N+:20]([C:15]1[CH:16]=[CH:17][CH:18]=[CH:19][C:14]=1[C:6]1[C:5]([C:3]([OH:2])=[O:4])=[CH:10][C:9]([C:11]2[S:13][CH:24]=[C:25]([C:27]3[CH:32]=[CH:31][C:30]([CH3:33])=[CH:29][CH:28]=3)[N:12]=2)=[CH:8][CH:7]=1)([O-:22])=[O:21]. Procedure: 2′-Nitro-4-(4-p-tolyl-thiazol-2-yl)-biphenyl-2-carboxylic acid (85 mg, 32%) was prepared from 2′-nitro-4-thiocarbamoyl-biphenyl-2-carboxylic acid methyl ester (which may be prepared as described for Intermediate 4) and 2-bromo-4′-methylacetophenone (available from ASDI Incorporated) using the procedure described for the preparation of Example 39. 1H NMR (400 MHz, DMSO-d6) δ 13.15 (br s, 1H), 8.57 (d, J=1.9 Hz, 2H), 8.26 (dd, J=8.0, 1.9 Hz, 1H), 8.20 (s, 1H), 8.15 (dd, J=8.1, 0.9 Hz, 1H), 7.97 (d...